This data is from the Open Reaction Database (ORD), a public repository of structured organic reaction records. The task is: describe an organic reaction: reactants, conditions, products, and yield Starting materials: CC1=C(N)C=CC(=C1)F (2-methyl-4-fluoroaniline), CC=1C(=NC(=NC1C)Cl)N1[C@H](C2=CC=CC=C2CC1)C ((S)-5,6-dimethyl-4-(1-methyl-1,2,3,4-tetrahydroisoquinolin-2-yl)-2-chloropyrimidine). Run in CN(C=O)C (dimethylformamide). Yields the product Cl.CC=1C(=NC(=NC1C)NC1=C(C=C(C=C1)F)C)N1[C@H](C2=CC=CC=C2CC1)C ((S)-5,6-Dimethyl-2-(2-methyl-4-fluorophenylamino)-4-(1-methyl-1,2,3,4-tetrahydroisoquinolin-2-yl)pyrimidine hydrochloride). Isolated yield 45.4%. RXN SMILES: [CH3:1][C:2]1[CH:8]=[C:7]([F:9])[CH:6]=[CH:5][C:3]=1[NH2:4].[CH3:10][C:11]1[C:12]([N:19]2[CH2:28][CH2:27][C:26]3[C:21](=[CH:22][CH:23]=[CH:24][CH:25]=3)[C@@H:20]2[CH3:29])=[N:13][C:14]([Cl:18])=[N:15][C:16]=1[CH3:17]>CN(C)C=O>[ClH:18].[CH3:10][C:11]1[C:12]([N:19]2[CH2:28][CH2:27][C:26]3[C:21](=[CH:22][CH:23]=[CH:24][CH:25]=3)[C@@H:20]2[CH3:29])=[N:13][C:14]([NH:4][C:3]2[CH:5]=[CH:6][C:7]([F:9])=[CH:8][C:2]=2[CH3:1])=[N:15][C:16]=1[CH3:17] |f:3.4|. Procedure: After 2-methyl-4-fluoroaniline(1.1 ml, 9.9 mmol) was added to a mixture solution of (S)-5,6-dimethyl-4-(1-methyl-1,2,3,4-tetrahydroisoquinolin-2-yl)-2-chloropyrimidine(1.4 g, 4.8 mmol) obtained in the above Step 1 and dimethylformamide (10 ml), 0.90 g of the title compound was obtained in accordance with the same procedure as in Step 2 of Example 1. Reactants: CN(C)C=O, O=C1CCC(=O)N1Cl, O=Cc1c[nH]c(-c2cccnc2F)c1, O. Yields the product O=Cc1c[nH]c(-c2cccnc2F)c1Cl. As a reaction SMILES: [CH3:24][N:25]([CH3:26])[CH:27]=[O:28].[Cl:15][N:16]1[C:17](=[O:18])[CH2:19][CH2:20][C:21]1=[O:22].[F:1][c:2]1[n:3][cH:4][cH:5][cH:6][c:7]1-[c:8]1[cH:9][c:10]([CH:13]=[O:14])[cH:11][nH:12]1.[OH2:23]>>[F:1][c:2]1[n:3][cH:4][cH:5][cH:6][c:7]1-[c:8]1[c:9]([Cl:15])[c:10]([CH:13]=[O:14])[cH:11][nH:12]1. The reactants are NC(CO)(C)C (2-amino-2-methyl-1-propanol), C(#CC(=O)OC)C(=O)OC (Dimethyl acetylenedicarboxylate). The solvent is C(C)O (ethanol). Conditions: time 2 hour. The product is CC1(NC(C(OC1)=O)=CC(=O)OC)C (5,5-Dimethyl-3-(methoxycarbonyl)methylene-3,4,5,6-tetrahydro-1,4-oxazine-2-one), O1C(C=NC=C1)=O (1,4-oxazinone). Reaction SMILES: [NH2:1][C:2]([CH3:6])([CH3:5])[CH2:3][OH:4].[C:7]([C:13]([O:15][CH3:16])=[O:14])#[C:8][C:9]([O:11][CH3:12])=[O:10]>C(O)C>[CH3:5][C:2]1([CH3:6])[CH2:3][O:4][C:13](=[O:14])[C:7](=[CH:8][C:9]([O:11][CH3:12])=[O:10])[NH:1]1.[O:15]1[CH:16]=[CH:2][N:1]=[CH:7][C:13]1=[O:14]. Procedure details: 5,5-Dimethyl-3-(methoxycarbonyl)methylene-3,4,5,6-tetrahydro-1,4-oxazine-2-one was prepared as follows: 2-amino-2-methyl-1-propanol (5.35 ml, 0.056 mol) was dissolved in 100 ml of anhydrous ethanol. Dimethyl acetylenedicarboxylate (7.20 ml, 0.056 mol) was added dropwise at a rate which caused the solution to mildly reflux. Then, the reaction mixture was stirred at ambient temperature for 2 hours, and the solvent was evaporated to yield the desired 1,4-oxazinone derivative. After recrystallizatio... The reactants are C(=O)O.CO (formic acid methanol), C(C1=CC=CC=C1)N1CCC(CC1)N1C=NC(=C1C1=CC=NC=C1)C1=CC=C(C=C1)F (1-(1-Benzylpiperidin-4-yl)-4(4-fluorophenyl)-5-(4-pyridyl)imidazole), C(=O)O.CO (formic acid methanol). The reagents and catalysts are [Pd] (palladium black). Yields the product C(=O)N1C(CCCC1)C=1NC(=C(N1)C1=CC=C(C=C1)F)C1=CC=NC=C1 ((1-Formyl piperidinyl)-4-(4-fluorophenyl)-5-(4-pyridinyl)imidazole). RXN SMILES: C(N1CCC([N:14]2[C:18]([C:19]3[CH:24]=[CH:23][N:22]=[CH:21][CH:20]=3)=[C:17]([C:25]3[CH:30]=[CH:29][C:28]([F:31])=[CH:27][CH:26]=3)[N:16]=[CH:15]2)CC1)C1C=CC=CC=1.[CH:32]([OH:34])=O.CO>[Pd]>[CH:32]([N:22]1[CH2:23][CH2:24][CH2:19][CH2:20][CH:21]1[C:15]1[NH:14][C:18]([C:19]2[CH:24]=[CH:23][N:22]=[CH:21][CH:20]=2)=[C:17]([C:25]2[CH:26]=[CH:27][C:28]([F:31])=[CH:29][CH:30]=2)[N:16]=1)=[O:34] |f:1.2|. Procedure: 1-(1-Benzylpiperidin-4-yl)-4(4-fluorophenyl)-5-(4-pyridyl)imidazole (100 mg; prepared in Example 40) was dissolved in 10% formic acid/methanol under argon and palladium black (100 mg) mixed in 10% formic acid/methanol was added. The reaction was stirred under argon at room temperature for sixteen hours. The reaction mixture was evaporated and the residue mixed in H2O/ethyl acetate and the pH taken to 10. The layers were separated and the aqueous phase extracted with ethyl acetate. Starting materials: C1=CC=CC=2NC3=C(CCC21)C=CC=C3 (10,11-dihydro-5H-dibenz[b,f]azepine), C(C)(C)N1CC(OCC1)CCl (4-isopropyl-2-chloromethylmorpholine), O (water), [NH2-].[Na+] (sodium amide). The solvent is C1=CC=CC=C1 (benzene), C1=CC=CC=C1 (benzene), C1=CC=CC=C1 (benzene). Product: C(C)(C)N1CC(OCC1)CN1C2=C(CCC3=C1C=CC=C3)C=CC=C2 (5-(4-isopropyl-2-morpholinylmethyl)-10,11-dihydro-5H-dibenz[b,f]azepine). As a reaction SMILES: [NH2-].[Na+].[CH:3]1[C:13]2[CH2:12][CH2:11][C:10]3[CH:14]=[CH:15][CH:16]=[CH:17][C:9]=3[NH:8][C:7]=2[CH:6]=[CH:5][CH:4]=1.[CH:18]([N:21]1[CH2:26][CH2:25][O:24][CH:23]([CH2:27]Cl)[CH2:22]1)([CH3:20])[CH3:19].O>C1C=CC=CC=1>[CH:18]([N:21]1[CH2:26][CH2:25][O:24][CH:23]([CH2:27][N:8]2[C:9]3[CH:17]=[CH:16][CH:15]=[CH:14][C:10]=3[CH2:11][CH2:12][C:13]3[CH:3]=[CH:4][CH:5]=[CH:6][C:7]2=3)[CH2:22]1)([CH3:20])[CH3:19] |f:0.1|. Procedure: To a suspension of sodium amide (0.5 g) in benzene was added a solution of 10,11-dihydro-5H-dibenz[b,f]azepine (1.0 g) in benzene at room temperature, and the resulting mixture was stirred under reflux for 1 hour. After cooling, a solution of 4-isopropyl-2-chloromethylmorpholine (1.0 g) in benzene was added to the reaction mixture at room temperature, and the resulting mixture was stirred at room temperature for 1 hour and refluxed for 20 hours with stirring. The reaction mixture was cooled and ...